Task: describe an organic reaction: reactants, conditions, products, and yield. Dataset: the Open Reaction Database (ORD), a public repository of structured organic reaction records Reactants: C(C1=CC=CC=C1)N1CC(C(CC1)O)C(C)C (1-benzyl-4-hydroxy-3-isopropylpiperidine). The reagents and catalysts are [OH-].[Pd+2].[OH-] (palladium hydroxide). Run in CO (methanol), [H][H] (hydrogen). Product: OC1C(CNCC1)C(C)C (4-hydroxy-3-isopropylpiperidine). As a reaction SMILES: C([N:8]1[CH2:13][CH2:12][CH:11]([OH:14])[CH:10]([CH:15]([CH3:17])[CH3:16])[CH2:9]1)C1C=CC=CC=1>CO.[H][H].[OH-].[Pd+2].[OH-]>[OH:14][CH:11]1[CH2:12][CH2:13][NH:8][CH2:9][CH:10]1[CH:15]([CH3:17])[CH3:16] |f:3.4.5|. Procedure details: A mixture of 1-benzyl-4-hydroxy-3-isopropylpiperidine (2.9 g, 12.44 mmole) and 20% palladium hydroxide (0.25 g) in methanol (25 ml) was stirred in hydrogen atmosphere (1 atm.) for 24 hr at 30° C. Catalyst was filtered off, washed with methanol, filtrate was concentrated to dryness to give 4-hydroxy-3-isopropylpiperidine as oil. Yield 1.6 g (80%), C8H17NO, m/z 144 (M+1) PMR (CDCl3): 0.9 (6H, m, 2×CH3), 1.1-1.64 (2H, m, CH & H3), 1.66-2.42 (3H, m, H5, & OH, D2O exchangeable), 2.62 (1H, m, H2), 3.0... Reactants: C(CCC)C1=NC2=C(N1CC1=CC=C(C=C1)C1=C(C=CC=C1)C1=NN=NN1C(C1=CC=CC=C1)(C1=CC=CC=C1)C1=CC=CC=C1)C=C(C=C2)N2C(CC(CC2=O)(C)C)=O (4'-[[2-n-butyl-6-(3,3-dimethylglutarimido)-benzimidazol-1-yl]-methyl]-2-(1-triphenylmethyl-tetrazol-5-yl)-biphenyl), Cl (hydrochloric acid). Run in CO (methanol). Run at time 2 hour. Yields the product C(CCC)C1=NC2=C(N1CC1=CC=C(C=C1)C1=C(C=CC=C1)C1=NN=NN1)C=C(C=C2)N2C(CC(CC2=O)(C)C)=O (4'-[[2-n-Butyl-6-(3,3-dimethylglutarimido)-benzimidazol-1-yl]methyl]-2-(1H-tetrazol-5-yl)-biphenyl). As a reaction SMILES: [CH2:1]([C:5]1[N:9]([CH2:10][C:11]2[CH:16]=[CH:15][C:14]([C:17]3[CH:22]=[CH:21][CH:20]=[CH:19][C:18]=3[C:23]3[N:27](C(C4C=CC=CC=4)(C4C=CC=CC=4)C4C=CC=CC=4)[N:26]=[N:25][N:24]=3)=[CH:13][CH:12]=2)[C:8]2[CH:47]=[C:48]([N:51]3[C:56](=[O:57])[CH2:55][C:54]([CH3:59])([CH3:58])[CH2:53][C:52]3=[O:60])[CH:49]=[CH:50][C:7]=2[N:6]=1)[CH2:2][CH2:3][CH3:4].Cl>CO>[CH2:1]([C:5]1[N:9]([CH2:10][C:11]2[CH:16]=[CH:15][C:14]([C:17]3[CH:22]=[CH:21][CH:20]=[CH:19][C:18]=3[C:23]3[NH:27][N:26]=[N:25][N:24]=3)=[CH:13][CH:12]=2)[C:8]2[CH:47]=[C:48]([N:51]3[C:52](=[O:60])[CH2:53][C:54]([CH3:59])([CH3:58])[CH2:55][C:56]3=[O:57])[CH:49]=[CH:50][C:7]=2[N:6]=1)[CH2:2][CH2:3][CH3:4]. Procedure: A solution of 400 mg (0.5 mMol) of 4'-[[2-n-butyl-6-(3,3-dimethylglutarimido)-benzimidazol-1-yl]-methyl]-2-(1-triphenylmethyl-tetrazol-5-yl)-biphenyl in 10 ml of methanol is mixed with 1.5 ml of methanolic hydrochloric acid and stirred for 2 hours at ambient temperature, then concentrated by evaporation, the residue is mixed with 15 ml of water and made alkaline with concentrated ammonia, whereupon the product goes into solution. By acidification with glacial acetic acid, the crude product is pr...